This data is from the Open Reaction Database (ORD), a public repository of structured organic reaction records. The task is: describe an organic reaction: reactants, conditions, products, and yield The reactants are crude material, CCN(C(C)C)C(C)C (iPr2NEt), NCC(O)C1=CC=C2C=NN(C2=C1)C (2-amino-1-(1-methyl-1H-indazol-6-yl)ethanol), ClCC(=O)Cl (2-chloroacetyl chloride). The solvent is CN(C)C=O (DMF). Conditions: time 2 hour. The product is ClCC(=O)NCC(C1=CC=C2C=NN(C2=C1)C)O (2-chloro-N-(2-hydroxy-2-(1-methyl-1H-indazol-6-yl)ethyl)acetamide). As a reaction SMILES: [NH2:1][CH2:2][CH:3]([C:5]1[CH:13]=[C:12]2[C:8]([CH:9]=[N:10][N:11]2[CH3:14])=[CH:7][CH:6]=1)[OH:4].[Cl:15][CH2:16][C:17](Cl)=[O:18].CCN(C(C)C)C(C)C>CN(C=O)C>[Cl:15][CH2:16][C:17]([NH:1][CH2:2][CH:3]([OH:4])[C:5]1[CH:13]=[C:12]2[C:8]([CH:9]=[N:10][N:11]2[CH3:14])=[CH:7][CH:6]=1)=[O:18]. Procedure details: To the crude material 2-amino-1-(1-methyl-1H-indazol-6-yl)ethanol (390.8 mg, ˜50%, ˜1 mmol)in DMF was then added 2-chloroacetyl chloride (138.7 mg, 1.2 mmol) and iPr2NEt (0.347 mL, 2 mmol). The resulting mixture was stirred at room temperature for 2 hr. The mixture was then taken into partition between EtOAc and brine. The organic layer was separated and the aqueous layer was extracted with EtOAc twice. The combined organic layers were dried dried (Na2SO4), filtered and evaporated to dryness. Th... Starting materials: C[Si](C)(C)[N-][Si](C)(C)C, CI, CN1CCCN(C)C1=O, CCOC(C)=O, [Cl-], [NH4+], [Na+], C1CCOC1, CCOC(=O)CC1CCCC1=CCc1c(O)c2c(c(C)c1OC)COC2=O. Product: CCOC(=O)C(C)C1CCCC1=CCc1c(O)c2c(c(C)c1OC)COC2=O. RXN SMILES: [CH3:1][Si:2]([N-:3][Si:4]([CH3:5])([CH3:6])[CH3:7])([CH3:8])[CH3:9].[CH3:38][I:39].[CH3:47][N:48]1[CH2:49][CH2:50][CH2:51][N:52]([CH3:53])[C:54]1=[O:55].[CH3:56][CH2:57][O:58][C:59](=[O:60])[CH3:61].[Cl-:40].[NH4+:41].[Na+:10].[O:42]1[CH2:43][CH2:44][CH2:45][CH2:46]1.[OH:11][c:12]1[c:13]2[c:17]([c:18]([CH3:36])[c:19]([O:34][CH3:35])[c:20]1[CH2:21][CH:22]=[C:23]1[CH:24]([CH2:28][C:29](=[O:30])[O:31][CH2:32][CH3:33])[CH2:25][CH2:26][CH2:27]1)[CH2:16][O:15][C:14]2=[O:37]>>[OH:11][c:12]1[c:13]2[c:17]([c:18]([CH3:36])[c:19]([O:34][CH3:35])[c:20]1[CH2:21][CH:22]=[C:23]1[CH:24]([CH:28]([C:29](=[O:30])[O:31][CH2:32][CH3:33])[CH3:38])[CH2:25][CH2:26][CH2:27]1)[CH2:16][O:15][C:14]2=[O:37]. Procedure details: A solution of acetylacetone (2.415 g) in methanol (10 ml) was added to a mixture of 6-(4-chlorophenyl)-3-hydrazino-5-methyl-1,2,4-triazine (4.946 g) and acetic acid (3 drops) in methanol (20 ml), and the solution was refluxed for 2 hours with stirring and allowed to stand at room temperature. The resultant crystals were collected by filtration, washed with cold methanol, and dried to give 6-(4-chlorophenyl)-3-(3,5-dimethylpyrazol-1-yl)-5-methyl-1,2,4-triazine (5.354 g), m.p. 151° to 152.5° C. The reactants are C(C)(=O)CC(C)=O (acetylacetone), ClC1=CC=C(C=C1)C1=C(N=C(N=N1)NN)C (6-(4-chlorophenyl)-3-hydrazino-5-methyl-1,2,4-triazine). The yield is 85.1%. Reaction SMILES: [C:1]([CH2:4][C:5](=O)[CH3:6])(=O)[CH3:2].[Cl:8][C:9]1[CH:14]=[CH:13][C:12]([C:15]2[N:20]=[N:19][C:18]([NH:21][NH2:22])=[N:17][C:16]=2[CH3:23])=[CH:11][CH:10]=1>CO.C(O)(=O)C>[Cl:8][C:9]1[CH:10]=[CH:11][C:12]([C:15]2[N:20]=[N:19][C:18]([N:21]3[C:5]([CH3:6])=[CH:4][C:1]([CH3:2])=[N:22]3)=[N:17][C:16]=2[CH3:23])=[CH:13][CH:14]=1. Reagents/catalysts: C(C)(=O)O (acetic acid). The product is ClC1=CC=C(C=C1)C1=C(N=C(N=N1)N1N=C(C=C1C)C)C (6-(4-chlorophenyl)-3-(3,5-dimethylpyrazol-1-yl)-5-methyl-1,2,4-triazine). Solvent: CO (methanol), CO (methanol). Starting materials: S(O)(O)(=O)=O (Sulfuric acid), Cl.ClC1=CC=C(C=C1)NN (4-Chloro phenyl hydrazine hydrochloride), C1(CC1)N1C(CCCC1)=O (N-cyclopropyl piperidone). Solvent: O1CCOCC1 (dioxane). Reaction conditions: time 5 minute. The product is ClC1=CC=2C3=C(NC2C=C1)CCN(C3)C3CC3 (8-chloro-2-cyclopropyl-2,3,4,5-tetrahydro-1H-pyrido[4,3-b]indole). Reaction SMILES: S(=O)(=O)(O)O.Cl.[Cl:7][C:8]1[CH:13]=[CH:12][C:11]([NH:14]N)=[CH:10][CH:9]=1.[CH:16]1([N:19]2[CH2:24][CH2:23][CH2:22][CH2:21][C:20]2=O)[CH2:18][CH2:17]1>O1CCOCC1>[Cl:7][C:8]1[CH:13]=[CH:12][C:11]2[NH:14][C:22]3[CH2:23][CH2:24][N:19]([CH:16]4[CH2:18][CH2:17]4)[CH2:20][C:21]=3[C:10]=2[CH:9]=1 |f:1.2|. Procedure: Sulfuric acid is added to a solution of 4-Chloro phenyl hydrazine hydrochloride (1 equiv.) in dioxane and stirred for 5 min. at RT. N-cyclopropyl piperidone (1 equiv.) is added and the mixture is heated at 80° C. for 2 h. After completion, as monitored by TLC, the reaction mixture is concentrated under reduced pressure and basified to pH 10 using 10% aqueous KOH solution. The reaction product is extracted with EtOAc, dried over anhydrous sodium sulfate and concentrated under reduced pressure usi... Starting materials: C(C)OC(=O)C1=C(C2=C(N=C(N=C2)C2=CC=CC=C2)N(C1=O)CC)Cl (5-chloro-7,8-dihydro-8-ethyl-7-oxo-2-phenyl-pyrido[2,3-d]pyrimidine-6-carboxylic acid ethyl ester), C(C)O (ethanol), N1CCOCC1 (morpholine), C(=O)([O-])[O-].[Na+].[Na+] (Na2CO3). Product: C(C)OC(=O)C1(N=CC2=C(N1)N(C(C=C2N2CCOCC2)=O)CC)C2=CC=CC=C2 (7,8-dihydro-8-ethyl-5-morpholino-7-oxo-2-phenylpyrido[2,3-d]-pyrimidine carboxylic acid ethyl ester). RXN SMILES: C(OC([C:6]1[C:21](=[O:22])[N:20]([CH2:23][CH3:24])[C:9]2[N:10]=[C:11]([C:14]3[CH:19]=[CH:18][CH:17]=[CH:16][CH:15]=3)[N:12]=[CH:13][C:8]=2[C:7]=1Cl)=O)C.[NH:26]1[CH2:31][CH2:30][O:29][CH2:28][CH2:27]1.[C:32]([O-:35])([O-])=[O:33].[Na+].[Na+].[CH2:38](O)[CH3:39]>>[CH2:38]([O:35][C:32]([C:11]1([C:14]2[CH:19]=[CH:18][CH:17]=[CH:16][CH:15]=2)[NH:10][C:9]2[N:20]([CH2:23][CH3:24])[C:21](=[O:22])[CH:6]=[C:7]([N:26]3[CH2:31][CH2:30][O:29][CH2:28][CH2:27]3)[C:8]=2[CH:13]=[N:12]1)=[O:33])[CH3:39] |f:2.3.4|. Reported procedure: Four grams (0.011 mole) of 5-chloro-7,8-dihydro-8-ethyl-7-oxo-2-phenyl-pyrido[2,3-d]pyrimidine-6-carboxylic acid ethyl ester (prepared by the method of Example 3, first paragraph), 0.97 g. (0.011 mole) of morpholine and 1.2 g. (0.011 mole) of Na2CO3 were combined in 125 ml. of ethanol and heated at reflux for 4 hours. After heating, the reaction mixture was filtered and the filtrate chilled in ice. An orange solid formed which was collected on a filter. Recrystallization from ethanol gave 3.9 g.... Procedure: 2.7 g (15 mmol) of 4-(4-fluorophenyl)-but-3-inoxyamine were added to a solution of 4 g (15 mmol) of 2-butryl-3-hydroxy-5-tetrahydropyran-4-yl-cyclohex-2-enone in 60 ml of dry methanol. After stirring for 16 hours at room temperature, the methanol was removed under reduced pressure from a water pump. The crude product was purified by means of chromatography over silica gel (mobile phase: methylene chloride). Yield 81.2%. Yields the product FC1=CC=C(C=C1)C#CCCON=C(CCC)C=1C(CC(CC1O)C1CCOCC1)=O (2-[1-(4-(4-Fluorophenyl)-but-3-inyloximino )-butyl]-3-hydroxy-5-tetrahydropyran-4-yl-cyclohex-2-enone). Yield: 81.2%. Run at time 16 hour. Run in CO (methanol). Starting materials: FC1=CC=C(C=C1)C#CCCON (4-(4-fluorophenyl)-but-3-inoxyamine), C(CCC)(=O)C=1C(CC(CC1O)C1CCOCC1)=O (2-butryl-3-hydroxy-5-tetrahydropyran-4-yl-cyclohex-2-enone). Reaction SMILES: [F:1][C:2]1[CH:7]=[CH:6][C:5]([C:8]#[C:9][CH2:10][CH2:11][O:12][NH2:13])=[CH:4][CH:3]=1.[C:14]([C:19]1[C:20](=[O:32])[CH2:21][CH:22]([CH:26]2[CH2:31][CH2:30][O:29][CH2:28][CH2:27]2)[CH2:23][C:24]=1[OH:25])(=O)[CH2:15][CH2:16][CH3:17]>CO>[F:1][C:2]1[CH:3]=[CH:4][C:5]([C:8]#[C:9][CH2:10][CH2:11][O:12][N:13]=[C:14]([C:19]2[C:20](=[O:32])[CH2:21][CH:22]([CH:26]3[CH2:31][CH2:30][O:29][CH2:28][CH2:27]3)[CH2:23][C:24]=2[OH:25])[CH2:15][CH2:16][CH3:17])=[CH:6][CH:7]=1. The reactants are tert-butyl 8-chloro-4-hydroxy-3,4-dihydro-1′H-spiro[chromene-2,4′-piperidine]-1′-carboxylate, [O-]C(=O)C(F)(F)F.[Cl-].ClC=1C=CC=C2CCC3(CC[NH2+]CC3)OC12.ClC=1C=CC=C2CCC3(CC[NH2+]CC3)OC12 (8-Chloro-3,4-dihydrospiro[chromene-2,4′-piperidinium]chloride TFA), C(C)[SiH](CC)CC (triethylsilane). Reaction conditions: temperature 0 celsius. The product is [Cl-].ClC=1C=CC=C2CCC3(CC[NH2+]CC3)OC12 (8-Chloro-3,4-dihydrospiro[chromene-2,4′-piperidinium]chloride). Reaction SMILES: C([SiH](CC)CC)C.[O-]C(C(F)(F)F)=O.[Cl-].[Cl:16]C1C=CC=C2C=1OC1(CC[NH2+]CC1)CC2.[Cl:32][C:33]1[CH:34]=[CH:35][CH:36]=[C:37]2[C:47]=1[O:46][C:40]1([CH2:45][CH2:44][NH2+:43][CH2:42][CH2:41]1)[CH2:39][CH2:38]2>>[Cl-:16].[Cl:32][C:33]1[CH:34]=[CH:35][CH:36]=[C:37]2[C:47]=1[O:46][C:40]1([CH2:41][CH2:42][NH2+:43][CH2:44][CH2:45]1)[CH2:39][CH2:38]2 |f:1.2.3.4,5.6|. Procedure: 8-Chloro-3,4-dihydrospiro[chromene-2,4′-piperidinium]chloride TFA (10 mL) was added to tert-butyl 8-chloro-4-hydroxy-3,4-dihydro-1′H-spiro[chromene-2,4′-piperidine]-1′-carboxylate (905 mg, 2.56 mmol) and an exotherm was observed. Due to the exotherm, the solution was cooled rapidly to 0° C. and it was treated with triethylsilane (1.634 mL, 10.23 mmol). The mixture was heated to 80° C. for 1.5 h. The resulting mixture was concentrated under vacuum. To the residue was added 4 M HCl in dioxane (4 m... Starting materials: Cc1ccccc1, Oc1ccc(C(O)C(F)(F)F)cc1, O=S(Cl)Cl, c1ccncc1. The product is Oc1ccc(C(Cl)C(F)(F)F)cc1. Reaction SMILES: [CH3:24][c:25]1[cH:26][cH:27][cH:28][cH:29][cH:30]1.[F:1][C:2]([CH:3]([OH:4])[c:5]1[cH:6][cH:7][c:8]([OH:11])[cH:9][cH:10]1)([F:12])[F:13].[S:20]([Cl:21])([Cl:22])=[O:23].[cH:14]1[cH:15][cH:16][n:17][cH:18][cH:19]1>>[F:1][C:2]([CH:3]([c:5]1[cH:6][cH:7][c:8]([OH:11])[cH:9][cH:10]1)[Cl:22])([F:12])[F:13]. Reactants: C1(=CC=CC=C1)P(C1=CC=CC=C1)C1=CC=CC=C1 (triphenylphosphine), N1(N=CN=C1)CCO (2-(1,2,4-triazol-1-yl)ethanol), N(=NC(=O)OCC)C(=O)OCC (diethyl azodicarboxylate), N1(N=CN=C1)CCO (2-(1,2,4-triazol-1-yl)ethanol), N(=NC(=O)OCC)C(=O)OCC (Diethyl azodicarboxylate), Cl.FC1=C(NC2=NC=NC3=CC(=C(C=C23)OC)O)C=C(C(=C1)C)OC(=O)OC (4-(2-fluoro-5-methoxycarbonyloxy-4-methylanilino)-7-hydroxy-6-methoxyquinazoline hydrochloride), C1(=CC=CC=C1)P(C1=CC=CC=C1)C1=CC=CC=C1 (triphenylphosphine). The solvent is C(Cl)Cl (methylene chloride). Run at time 1 hour. The product is Cl.FC1=C(NC2=NC=NC3=CC(=CC=C23)OCCN2N=CN=C2)C=C(C(=C1)C)O (4-(2-fluoro-5-hydroxy-4-methylanilino)-7-(2-(1,2,4-triazol-1-yl)ethoxy)quinazoline hydrochloride). Yield: 61.7%. Reaction SMILES: N(C(OCC)=O)=NC(OCC)=O.[ClH:13].[F:14][C:15]1[CH:34]=[C:33]([CH3:35])[C:32]([O:36]C(OC)=O)=[CH:31][C:16]=1[NH:17][C:18]1[C:27]2[C:22](=[CH:23][C:24](O)=[C:25](OC)[CH:26]=2)[N:21]=[CH:20][N:19]=1.C1(P(C2C=CC=CC=2)C2C=CC=CC=2)C=CC=CC=1.[N:60]1([CH2:65][CH2:66][OH:67])[CH:64]=[N:63][CH:62]=[N:61]1>C(Cl)Cl>[ClH:13].[F:14][C:15]1[CH:34]=[C:33]([CH3:35])[C:32]([OH:36])=[CH:31][C:16]=1[NH:17][C:18]1[C:27]2[C:22](=[CH:23][C:24]([O:67][CH2:66][CH2:65][N:60]3[CH:64]=[N:63][CH:62]=[N:61]3)=[CH:25][CH:26]=2)[N:21]=[CH:20][N:19]=1 |f:1.2,6.7|. Reported procedure: Diethyl azodicarboxylate (244 mg, 1.4 mmol) was added dropwise to a suspension of 4-(2-fluoro-5-methoxycarbonyloxy-4-methylanilino)-7-hydroxy-6-methoxyquinazoline hydrochloride (261 mg, 0.7 mmol), (prepared as described for the starting material in Example 22), triphenylphosphine (367 mg, 1.4 mmol) and 2-(1,2,4-triazol-1-yl)ethanol (95 mg, 0.84 mmol), (Ann. Pharm. Fr. 1977, 35, 503-508), in methylene chloride (5 ml). The mixture was stirred for 1 hour at ambient temperature and further triphenyl... Reactants: C(NN)(=O)OCC1=CC=CC=C1 (benzyl carbazate), Cl.CN(CCCN=C=NCC)C (1-(3-Dimethylaminopropyl)-3-ethylcarbodiimide hydrochloride), C(C)(C)(C)OC(=O)N1CCC(CC1)CCC(=O)O (3-(1-t-butoxycarbonylpiperidin-4-yl)propionic acid), C(C)(C)N(CC)C(C)C (diisopropylethylamine), ON1N=NC2=C1C=CC=C2 (1-hydroxybenztriazole). Run in CN(C)C=O (DMF), CN(C)C=O (DMF). Reaction conditions: time 5 minute. Product: C(C)(C)(C)OC(=O)N1CCC(CC1)CCC(=O)NNC(=O)OCC1=CC=CC=C1 (benzyl 3-[3-(1-t-butoxycarbonylpiperidin-4-yl)propanoyl]carbazate). Isolated yield 100.3%. As a reaction SMILES: Cl.CN(C)CCCN=C=NCC.[C:13]([O:17][C:18]([N:20]1[CH2:25][CH2:24][CH:23]([CH2:26][CH2:27][C:28]([OH:30])=O)[CH2:22][CH2:21]1)=[O:19])([CH3:16])([CH3:15])[CH3:14].C(N(C(C)C)CC)(C)C.ON1C2C=CC=CC=2N=N1.[C:50]([O:54][CH2:55][C:56]1[CH:61]=[CH:60][CH:59]=[CH:58][CH:57]=1)(=[O:53])[NH:51][NH2:52]>CN(C=O)C>[C:13]([O:17][C:18]([N:20]1[CH2:21][CH2:22][CH:23]([CH2:26][CH2:27][C:28]([NH:52][NH:51][C:50]([O:54][CH2:55][C:56]2[CH:61]=[CH:60][CH:59]=[CH:58][CH:57]=2)=[O:53])=[O:30])[CH2:24][CH2:25]1)=[O:19])([CH3:14])([CH3:15])[CH3:16] |f:0.1|. Reported procedure: 1-(3-Dimethylaminopropyl)-3-ethylcarbodiimide hydrochloride (380 mg) was added to a mixture of the product of step (a) (0.5 g), diisopropylethylamine (0.34 ml), 1-hydroxybenztriazole (333 mg) and DMF (10 ml) at ambient temperature. The mixture was stirred for 5 minutes and benzyl carbazate (325 mg) in DMF (2 ml) was added. The mixture was stirred for 18 hours at ambient temperature. The solvent was removed by evaporation and the residue was partitioned between ice-water (25 ml) containing 1M sod...